Dataset: the Open Reaction Database (ORD), a public repository of structured organic reaction records. Task: describe an organic reaction: reactants, conditions, products, and yield Starting materials: CC#N, [K+], [OH-], O, CCC(=C(c1ccccc1)c1ccc(C=O)cc1)c1ccccc1. Yields the product CCC(=C(c1ccccc1)c1ccc(C=CC#N)cc1)c1ccccc1. Reaction SMILES: [CH3:27][C:28]#[N:29].[K+:2].[OH-:1].[OH2:30].[c:3]1([C:9](=[C:10]([CH2:11][CH3:12])[c:13]2[cH:14][cH:15][cH:16][cH:17][cH:18]2)[c:19]2[cH:20][cH:21][c:22]([CH:25]=[O:26])[cH:23][cH:24]2)[cH:4][cH:5][cH:6][cH:7][cH:8]1>>[c:3]1([C:9](=[C:10]([CH2:11][CH3:12])[c:13]2[cH:14][cH:15][cH:16][cH:17][cH:18]2)[c:19]2[cH:20][cH:21][c:22]([CH:25]=[CH:27][C:28]#[N:29])[cH:23][cH:24]2)[cH:4][cH:5][cH:6][cH:7][cH:8]1. Starting materials: COC(=O)C1c2ccccc2C(C(=O)OC)N1CCNC(=O)OC(C)(C)C, CCOC(C)=O, Cl. Product: COC(=O)C1c2ccccc2C2C(=O)NCCN21. Reaction SMILES: [CH3:1][O:2][C:3](=[O:4])[CH:5]1[N:6]([CH2:18][CH2:19][NH:20][C:21]([O:23][C:22]([CH3:24])([CH3:25])[CH3:26])=[O:27])[CH:7]([C:14]([O:15][CH3:16])=[O:17])[c:8]2[cH:9][cH:10][cH:11][cH:12][c:13]21.[CH3:29][CH2:30][O:31][C:32](=[O:33])[CH3:34].[ClH:28]>>[CH3:1][O:2][C:3](=[O:4])[CH:5]1[N:6]2[CH:7]([c:8]3[cH:9][cH:10][cH:11][cH:12][c:13]31)[C:21](=[O:23])[NH:20][CH2:19][CH2:18]2.